From a dataset of the Open Reaction Database (ORD), a public repository of structured organic reaction records. describe an organic reaction: reactants, conditions, products, and yield Reactants: C(C1=CC=CC=C1)C=1OC(=C(C1C(=O)C1=CC(=C(C=C1)OC)C1CCCC1)C)C ((2-benzyl-4,5-dimethyl-furan-3-yl)-(3-cyclopentyl-4-methoxy-phenyl)-methanone), B(Br)(Br)Br.C(Cl)Cl (boron tribromide CH2Cl2). The solvent is C(Cl)Cl (CH2Cl2). Yields the product C(C1=CC=CC=C1)C=1OC(=C(C1C(=O)C1=CC(=C(C=C1)O)C1CCCC1)C)C ((2-Benzyl-4,5-dimethyl-furan-3-yl)-(3-cyclopentyl-4-hydroxy-phenyl)-methanone). Isolated yield 36.1%. RXN SMILES: [CH2:1]([C:8]1[O:9][C:10]([CH3:29])=[C:11]([CH3:28])[C:12]=1[C:13]([C:15]1[CH:20]=[CH:19][C:18]([O:21]C)=[C:17]([CH:23]2[CH2:27][CH2:26][CH2:25][CH2:24]2)[CH:16]=1)=[O:14])[C:2]1[CH:7]=[CH:6][CH:5]=[CH:4][CH:3]=1.B(Br)(Br)Br.C(Cl)Cl>C(Cl)Cl>[CH2:1]([C:8]1[O:9][C:10]([CH3:29])=[C:11]([CH3:28])[C:12]=1[C:13]([C:15]1[CH:20]=[CH:19][C:18]([OH:21])=[C:17]([CH:23]2[CH2:27][CH2:26][CH2:25][CH2:24]2)[CH:16]=1)=[O:14])[C:2]1[CH:3]=[CH:4][CH:5]=[CH:6][CH:7]=1 |f:1.2|. Reported procedure: The title compound was prepared according to the procedure in Example 5, step 3 using (2-benzyl-4,5-dimethyl-furan-3-yl)-(3-cyclopentyl-4-methoxy-phenyl)-methanone (17.7 g, 45.5 mmol) and 1M boron tribromide/CH2Cl2 (34.8 mL) in CH2Cl2. Purification on Biotage KP-Sil eluting with a 2, 5 & 10% EtOAc/pet. ether step gradient gave 6.15 g (36%) of the title compound. 1H NMR (DMSO-d6) δ1.40-1.46 (m, 2H), 1.59-1.72 (m, 4H), 1.78 (s, 3H), 1.90-1.94 (m, 2H), 2.16 (s, 3H), 3.18 (quintet, 1H), 3.81 (s, 2H)... The reactants are FC(C1=CC(=NC=2N1N=CC2C(=O)O)C2=CC=C(C=C2)C(F)(F)F)F (7-difluoromethyl-5-(4-trifluoromethyl-phenyl)-pyrazolo[1,5-a]pyrimidine-3-carboxylic acid), NC=1C=C(C=CC1)S(=O)(=O)NC (3-amino-N-methyl-benzenesulfonamide). The product is CNS(=O)(=O)C=1C=C(C=CC1)NC(=O)C=1C=NN2C1N=C(C=C2C(F)F)C2=CC=C(C=C2)C(F)(F)F (7-Difluoromethyl-5-(4-trifluoromethyl-phenyl)-pyrazolo[1,5-a]pyrimidine-3-carboxylic acid(3-methylsulfamoyl-phenyl)-amide). As a reaction SMILES: [F:1][CH:2]([F:25])[C:3]1[N:8]2[N:9]=[CH:10][C:11]([C:12]([OH:14])=O)=[C:7]2[N:6]=[C:5]([C:15]2[CH:20]=[CH:19][C:18]([C:21]([F:24])([F:23])[F:22])=[CH:17][CH:16]=2)[CH:4]=1.[NH2:26][C:27]1[CH:28]=[C:29]([S:33]([NH:36][CH3:37])(=[O:35])=[O:34])[CH:30]=[CH:31][CH:32]=1>>[CH3:37][NH:36][S:33]([C:29]1[CH:28]=[C:27]([NH:26][C:12]([C:11]2[CH:10]=[N:9][N:8]3[C:3]([CH:2]([F:25])[F:1])=[CH:4][C:5]([C:15]4[CH:20]=[CH:19][C:18]([C:21]([F:22])([F:23])[F:24])=[CH:17][CH:16]=4)=[N:6][C:7]=23)=[O:14])[CH:32]=[CH:31][CH:30]=1)(=[O:34])=[O:35]. Reported procedure: The title compound was prepared from 7-difluoromethyl-5-(4-trifluoromethyl-phenyl)-pyrazolo[1,5-a]pyrimidine-3-carboxylic acid (example C.1) and 3-amino-N-methyl-benzenesulfonamide [CAS 459434-40-3] according to general procedure II. Yellow solid. MS (ISP) 524.1 [(M−H)−]; mp 255° C.